Dataset: the Open Reaction Database (ORD), a public repository of structured organic reaction records. Task: describe an organic reaction: reactants, conditions, products, and yield The reactants are COC(=O)C=1C(SC2=CC(=CC=C2C1O)Br)=O (7-bromo-4-hydroxy-2-oxo-2H-thiochromene-3-carboxylic acid methyl ester), FC=1C=C(C=NC1)B(O)O (5-fluoro-3-pyridyl-boronic acid). Yields the product COC(=O)C=1C(SC2=CC(=CC=C2C1O)C=1C=NC=C(C1)F)=O (7-(5-Fluoro-pyridin-3-yl)-4-hydroxy-2-oxo-2H-thiochromene-3-carboxylic acid methyl ester). RXN SMILES: [CH3:1][O:2][C:3]([C:5]1[C:6](=[O:17])[S:7][C:8]2[C:13]([C:14]=1[OH:15])=[CH:12][CH:11]=[C:10](Br)[CH:9]=2)=[O:4].[F:18][C:19]1[CH:20]=[C:21](B(O)O)[CH:22]=[N:23][CH:24]=1>>[CH3:1][O:2][C:3]([C:5]1[C:6](=[O:17])[S:7][C:8]2[C:13]([C:14]=1[OH:15])=[CH:12][CH:11]=[C:10]([C:21]1[CH:22]=[N:23][CH:24]=[C:19]([F:18])[CH:20]=1)[CH:9]=2)=[O:4]. Procedure: 7-(5-Fluoro-pyridin-3-yl)-4-hydroxy-2-oxo-2H-thiochromene-3-carboxylic acid methyl ester was prepared from 7-bromo-4-hydroxy-2-oxo-2H-thiochromene-3-carboxylic acid methyl ester (Example 5e) and 5-fluoro-3-pyridyl-boronic acid under conditions analogous to Example 14(a). MS ESI(+) m/e: 332.08 (M+1). The reactants are FC(C=1C=C(C=C(C1)C(F)(F)F)[C@@H]1[C@@H](N(C(O1)=O)CC1=C(C=CC(=C1)Br)C1=C(C=C(C(=C1)C(C)C)F)OC)C)(F)F ((4S,5R)-5-[3,5-bis(trifluoromethyl)phenyl]-3-[(4-bromo-4′-fluoro-5′-isopropyl-2′-methoxybiphenyl-2-yl)methyl]-4-methyl-1,3-oxazolidin-2-one), [Cu]C#N (copper(I) cyanide), N#N (N2). The solvent is CN(C=O)C (N,N-dimethylformamide). Product: FC(C=1C=C(C=C(C1)C(F)(F)F)[C@@H]1[C@@H](N(C(O1)=O)CC1=C(C=CC(=C1)C#N)C1=C(C=C(C(=C1)C(C)C)F)OC)C)(F)F (2-({(4S,5R)-5-[3,5-bis(trifluoromethyl)phenyl]-4-methyl-2-oxo-1,3-oxazolidin-3-yl}methyl)-4′-fluoro-5′-isopropyl-2′-methoxybiphenyl-4-carbonitrile). RXN SMILES: [F:1][C:2]([F:41])([F:40])[C:3]1[CH:4]=[C:5]([C@H:13]2[O:17][C:16](=[O:18])[N:15]([CH2:19][C:20]3[CH:25]=[C:24](Br)[CH:23]=[CH:22][C:21]=3[C:27]3[CH:32]=[C:31]([CH:33]([CH3:35])[CH3:34])[C:30]([F:36])=[CH:29][C:28]=3[O:37][CH3:38])[C@H:14]2[CH3:39])[CH:6]=[C:7]([C:9]([F:12])([F:11])[F:10])[CH:8]=1.[Cu][C:43]#[N:44].N#N>CN(C)C=O>[F:1][C:2]([F:41])([F:40])[C:3]1[CH:4]=[C:5]([C@H:13]2[O:17][C:16](=[O:18])[N:15]([CH2:19][C:20]3[CH:25]=[C:24]([C:43]#[N:44])[CH:23]=[CH:22][C:21]=3[C:27]3[CH:32]=[C:31]([CH:33]([CH3:35])[CH3:34])[C:30]([F:36])=[CH:29][C:28]=3[O:37][CH3:38])[C@H:14]2[CH3:39])[CH:6]=[C:7]([C:9]([F:12])([F:11])[F:10])[CH:8]=1. Procedure: To a solution of (4S,5R)-5-[3,5-bis(trifluoromethyl)phenyl]-3-[(4-bromo-4′-fluoro-5′-isopropyl-2′-methoxybiphenyl-2-yl)methyl]-4-methyl-1,3-oxazolidin-2-one (100 mg, 0.15 mmol) in N,N-dimethylformamide (1.5 mL) was added copper(I) cyanide (17 mg, 0.19 mmol). The resulting reaction mixture was N2 purged and sealed in a microwave vessel. The vessel was subject to microwave irradiation at 150° C. for 30 min. LC-MS indicated only the starting bromide was present. Added tetrakis(triphenylphosphine)pa... The product is C1=CC=C(C=C1)OC2=CC=C(C=C2)[N+](=O)[O-] (4-nitrodiphenyl ether). Reaction SMILES: [C:1]1([OH:7])[CH:6]=[CH:5][CH:4]=[CH:3][CH:2]=1.[OH-].[Na+].N.[N+:11]([C:14]1[CH:19]=[CH:18][C:17](Cl)=[CH:16][CH:15]=1)([O-:13])=[O:12]>>[CH:4]1[CH:5]=[CH:6][C:1]([O:7][C:17]2[CH:18]=[CH:19][C:14]([N+:11]([O-:13])=[O:12])=[CH:15][CH:16]=2)=[CH:2][CH:3]=1 |f:1.2|. Conditions: time 10 hour. Procedure details: A steel autoclave was filled with 94 g (1 mole) of phenol and 40 g of sodium hydroxide pellets (1 mole), furthermore after sealing the autoclave 150 g of ammonia were injected. At 70° C., 157.5 g (1 mole) of p-nitrochlorobenzene were pumped into the autoclave as a liquid over a period of one hour; the mixture was stirred for a further 10 hours. After the pressure vessel was let town and the product obtained was washed with water, the 4-nitrodiphenyl ether was isolated at a more than 99% purity (... Reactants: steel, C1(=CC=CC=C1)O (phenol), [OH-].[Na+] (sodium hydroxide), N (ammonia), [N+](=O)([O-])C1=CC=C(C=C1)Cl (p-nitrochlorobenzene). The reactants are [BH4-], CCOC(=O)CNC(=O)COc1ccc(C=O)cc1, CCO, Cl. The product is CCOC(=O)CNC(=O)COc1ccc(CO)cc1. As a reaction SMILES: [BH4-:20].[CH2:1]([CH3:2])[O:3][C:4](=[O:5])[CH2:6][NH:7][C:8]([CH2:9][O:10][c:11]1[cH:12][cH:13][c:14]([CH:17]=[O:18])[cH:15][cH:16]1)=[O:19].[CH3:22][CH2:23][OH:24].[ClH:21]>>[CH2:1]([CH3:2])[O:3][C:4](=[O:5])[CH2:6][NH:7][C:8]([CH2:9][O:10][c:11]1[cH:12][cH:13][c:14]([CH2:17][OH:18])[cH:15][cH:16]1)=[O:19]. The reactants are CN(C)C([O-])=[SH]c1ccc2cc(Br)ccc2c1, CI, CCO, [K+], [OH-], O. Yields the product CSc1ccc2cc(Br)ccc2c1. As a reaction SMILES: [Br:1][c:2]1[cH:3][c:4]2[cH:5][cH:6][c:7]([SH:12]=[C:13]([O-:14])[N:15]([CH3:16])[CH3:17])[cH:8][c:9]2[cH:10][cH:11]1.[CH3:20][I:21].[CH3:22][CH2:23][OH:24].[K+:19].[OH-:18].[OH2:25]>>[Br:1][c:2]1[cH:3][c:4]2[cH:5][cH:6][c:7]([S:12][CH3:13])[cH:8][c:9]2[cH:10][cH:11]1.